Dataset: the Open Reaction Database (ORD), a public repository of structured organic reaction records. Task: describe an organic reaction: reactants, conditions, products, and yield Starting materials: FC(C1=NNC(=C1C(F)(F)F)C(=O)OCC)(F)F (ethyl 3,4-bis(trifluoromethyl)-1H-pyrazole-5-carboxylate), [OH-].[Na+] (sodium hydroxide), C([O-])([O-])=O.[K+].[K+] (potassium carbonate), IC (iodomethane). Run in CC(=O)C (acetone), O (water). Conditions: time 8 hour. Product: CN1N=C(C(=C1C(=O)O)C(F)(F)F)C(F)(F)F (1-Methyl-3,4-bis(trifluoromethyl)-1H-pyrazole-5-carboxylic acid). As a reaction SMILES: [F:1][C:2]([F:18])([F:17])[C:3]1[C:7]([C:8]([F:11])([F:10])[F:9])=[C:6]([C:12]([O:14]CC)=[O:13])[NH:5][N:4]=1.[C:19](=O)([O-])[O-].[K+].[K+].IC.[OH-].[Na+]>CC(C)=O.O>[CH3:19][N:5]1[C:6]([C:12]([OH:14])=[O:13])=[C:7]([C:8]([F:11])([F:10])[F:9])[C:3]([C:2]([F:18])([F:17])[F:1])=[N:4]1 |f:1.2.3,5.6|. Reported procedure: 3.0 g (10.9 mmol) of ethyl 3,4-bis(trifluoromethyl)-1H-pyrazole-5-carboxylate and 4.5 g (32.6 mmol) of potassium carbonate are suspended in 70 ml of acetone, and 1.35 ml of iodomethane (21.7 mmol) are added. The reaction mixture is stirred at room temperature overnight. 54 ml (108 mmol) of 2 N aqueous sodium hydroxide solution are added to the suspension. The solution is then stirred at room temperature overnight. The reaction mixture is diluted with water, and most of the acetone is removed on ... Starting materials: CC(=O)O, N, OO, Nc1nc2cc3c(cc2[n+]([O-])n1)CCC3. The product is Nc1n[n+]([O-])c2cc3c(cc2[n+]1[O-])CCC3. RXN SMILES: [C:19]([OH:20])(=[O:21])[CH3:22].[NH3:18].[OH:1][OH:2].[n+:3]1([O-:17])[n:4][c:5]([NH2:16])[n:6][c:7]2[c:8]1[cH:9][c:10]1[c:14]([cH:15]2)[CH2:13][CH2:12][CH2:11]1>>[O-:1][n+:6]1[c:5]([NH2:16])[n:4][n+:3]([O-:17])[c:8]2[c:7]1[cH:15][c:14]1[c:10]([cH:9]2)[CH2:11][CH2:12][CH2:13]1. Conditions: temperature 80 celsius. Yields the product C(C)(C)(C)OC(=O)N1C(CCC1)C1=NC=C(C=C1)C1=CC=C(C=C1)[C@@H]1[C@H](N(C(O1)(C)C)C(C(F)F)=O)CF (2-(5-{4-[(4S,5R)-3-(2,2-Difluoro-acetyl)-4-fluoromethyl-2,2-dimethyl-oxazolidin-5-yl]-phenyl}-pyridin-2-yl) -pyrrolidine-1-carboxylic acid tert-butyl ester). Isolated yield 61.2%. Reaction SMILES: [F:1][CH:2]([F:29])[C:3]([N:5]1[C@H:9]([CH2:10][F:11])[C@@H:8]([C:12]2[CH:17]=[CH:16][C:15](B3OC(C)(C)C(C)(C)O3)=[CH:14][CH:13]=2)[O:7][C:6]1([CH3:28])[CH3:27])=[O:4].[C:30]([O:34][C:35]([N:37]1[CH2:41][CH2:40][CH2:39][CH:38]1[C:42]1[CH:47]=[CH:46][C:45](Br)=[CH:44][N:43]=1)=[O:36])([CH3:33])([CH3:32])[CH3:31].C(=O)(O)[O-].[Na+]>C1(C)C=CC=CC=1.C(O)C.C1(P(C2C=CC=CC=2)[C-]2C=CC=C2)C=CC=CC=1.[C-]1(P(C2C=CC=CC=2)C2C=CC=CC=2)C=CC=C1.[Fe+2].Cl[Pd]Cl>[C:30]([O:34][C:35]([N:37]1[CH2:41][CH2:40][CH2:39][CH:38]1[C:42]1[CH:47]=[CH:46][C:45]([C:15]2[CH:16]=[CH:17][C:12]([C@H:8]3[O:7][C:6]([CH3:27])([CH3:28])[N:5]([C:3](=[O:4])[CH:2]([F:29])[F:1])[C@@H:9]3[CH2:10][F:11])=[CH:13][CH:14]=2)=[CH:44][N:43]=1)=[O:36])([CH3:33])([CH3:31])[CH3:32] |f:2.3,6.7.8|. The reactants are C(C)(C)(C)OC(=O)N1C(CCC1)C1=NC=C(C=C1)Br (2-(5-Bromo-pyridin-2-yl)-pyrrolidine-1-carboxylic acid tert-butyl ester), C([O-])(O)=O.[Na+] (sodium bicarbonate), FC(C(=O)N1C(O[C@@H]([C@H]1CF)C1=CC=C(C=C1)B1OC(C(O1)(C)C)(C)C)(C)C)F (2,2-Difluoro-1-{(4S,5R)-4-fluoromethyl-2,2-dimethyl-5-[4-(4,4,5,5-tetramethyl-[1,3,2]dioxaborolan-2-yl)-phenyl]-oxazolidin-3-yl}-ethanone). Reported procedure: To a solution of 2,2-Difluoro-1-{(4S,5R)-4-fluoromethyl-2,2-dimethyl-5-[4-(4,4,5,5-tetramethyl-[1,3,2]dioxaborolan-2-yl)-phenyl]-oxazolidin-3-yl}-ethanone (634 mg, 1.53 mmol) in a mixture of toluene (12 ml) and ethanol (9 ml) is added 2-(5-Bromo-pyridin-2-yl)-pyrrolidine-1-carboxylic acid tert-butyl ester (500 mg, 1.53 mmol), aqueous sodium bicarbonate solution (2M, 6 mmol, 3 ml), and 1,1′Bis(diphenylphosphino)ferrocene]dichloropalladium (II) (57 mg, 0.08 mmol). The stirred reaction mixture is h... Solvent: C1(=CC=CC=C1)C (toluene), C(C)O (ethanol). The reagents and catalysts are C1(=CC=CC=C1)P([C-]1C=CC=C1)C1=CC=CC=C1.[C-]1(C=CC=C1)P(C1=CC=CC=C1)C1=CC=CC=C1.[Fe+2] (1,1′Bis(diphenylphosphino)ferrocene), Cl[Pd]Cl (dichloropalladium (II)). The reactants are C1CCOC1, CCN=C=NCCCN(C)C, CCN(C(C)C)C(C)C, Cl, NCc1ccc(F)cc1, Cc1c(Cl)c(OCC(=O)O)nc2sc(C(=O)NC3CC3)c(N)c12, CN(C)C=O, O, On1nnc2ccccc21. The product is Cc1c(Cl)c(OCC(=O)NCc2ccc(F)cc2)nc2sc(C(=O)NC3CC3)c(N)c12. As a reaction SMILES: [CH2:70]1[O:71][CH2:72][CH2:73][CH2:74]1.[CH3:45][N:46]([CH3:47])[CH2:48][CH2:49][CH2:50][N:51]=[C:52]=[N:53][CH2:54][CH3:55].[CH:35]([N:36]([CH2:37][CH3:38])[CH:39]([CH3:40])[CH3:41])([CH3:42])[CH3:43].[ClH:44].[F:56][c:57]1[cH:58][cH:59][c:60]([CH2:61][NH2:62])[cH:63][cH:64]1.[NH2:1][c:2]1[c:3]([C:18]([NH:19][CH:20]2[CH2:21][CH2:22]2)=[O:23])[s:4][c:5]2[n:6][c:7]([O:13][CH2:14][C:15](=[O:16])[OH:17])[c:8]([Cl:12])[c:9]([CH3:11])[c:10]12.[O:65]=[CH:66][N:67]([CH3:68])[CH3:69].[OH2:24].[OH:25][n:26]1[c:27]2[cH:28][cH:29][cH:30][cH:31][c:32]2[n:33][n:34]1>>[NH2:1][c:2]1[c:3]([C:18]([NH:19][CH:20]2[CH2:21][CH2:22]2)=[O:23])[s:4][c:5]2[n:6][c:7]([O:13][CH2:14][C:15](=[O:17])[NH:62][CH2:61][c:60]3[cH:59][cH:58][c:57]([F:56])[cH:64][cH:63]3)[c:8]([Cl:12])[c:9]([CH3:11])[c:10]12. The reactants are C(C=C)N1C(=O)N(C(=O)C(=C1N)N=O)CC=C (1,3-diallyl-5-nitroso-6-aminouracil), S(=O)([O-])S(=O)[O-].[Na+].[Na+] (sodium dithionite). Solvent: O (water), C(C)(=O)OCC (ethyl acetate). Run at time 1 hour. Yields the product C(C=C)N1C(=O)N(C(=O)C(=C1N)N)CC=C (1,3-diallyl-5,6-diaminouracil). Isolated yield 104.2%. RXN SMILES: [CH2:1]([N:4]1[C:11]([NH2:12])=[C:10]([N:13]=O)[C:8](=[O:9])[N:7]([CH2:15][CH:16]=[CH2:17])[C:5]1=[O:6])[CH:2]=[CH2:3].S(S([O-])=O)([O-])=O.[Na+].[Na+]>C(OCC)(=O)C.O>[CH2:1]([N:4]1[C:11]([NH2:12])=[C:10]([NH2:13])[C:8](=[O:9])[N:7]([CH2:15][CH:16]=[CH2:17])[C:5]1=[O:6])[CH:2]=[CH2:3] |f:1.2.3|. Procedure: The 1,3-diallyl-5-nitroso-6-aminouracil (4.5 g) was suspended in 150 ml of ethyl acetate and treated with 23.6 g of sodium dithionite in 64 ml of water. After 1 hour, the layers were separated and the aqueous phase was extracted with ethyl acetate (4×100 ml). The combined organic extracts were dried over magnesium sulfate, filtered and concentrated and the residue was purified by flash chromatography (10% methanol in chloroform) to yield 4.41 g of 1,3-diallyl-5,6-diaminouracil. Reactants: C(CCC)[Sn](C=1OC=CN1)(CCCC)CCCC (2-tributylstannyloxazole), C(C1=CC=CC=C1)(=O)N1C[C@H]2C=3C(=C(C=CC13)I)C[C@H](C2)N(CCC)CCC ((+)(2aR,4S)-1-benzoyl-6-iodo-4-(di-n-propylamino)-1,2,2a,3,4,5-hexahydrobenz[cd]indole), tetrakis-(triphenylphosphine)palladium. Run in C1(=CC=CC=C1)C (toluene). Yields the product C(C1=CC=CC=C1)(=O)N1C[C@H]2C=3C(=C(C=CC13)C=1OC=CN1)C[C@H](C2)N(CCC)CCC ((-)(2aR,4S)-1-benzoyl-6-(2-oxazolyl)-4-(di-n-propylamino)-1,2,2a,3,4,5-hexahydrobenz[cd]indole). Yield: 67.5%. As a reaction SMILES: C([Sn](CCCC)(CCCC)[C:6]1[O:7][CH:8]=[CH:9][N:10]=1)CCC.[C:19]([N:27]1[C:35]2[CH:34]=[CH:33][C:32](I)=[C:31]3[CH2:37][C@@H:38]([N:40]([CH2:44][CH2:45][CH3:46])[CH2:41][CH2:42][CH3:43])[CH2:39][C@H:29]([C:30]=23)[CH2:28]1)(=[O:26])[C:20]1[CH:25]=[CH:24][CH:23]=[CH:22][CH:21]=1>C1(C)C=CC=CC=1>[C:19]([N:27]1[C:35]2[CH:34]=[CH:33][C:32]([C:6]3[O:7][CH:8]=[CH:9][N:10]=3)=[C:31]3[CH2:37][C@@H:38]([N:40]([CH2:44][CH2:45][CH3:46])[CH2:41][CH2:42][CH3:43])[CH2:39][C@H:29]([C:30]=23)[CH2:28]1)(=[O:26])[C:20]1[CH:21]=[CH:22][CH:23]=[CH:24][CH:25]=1. Procedure: A solution of 5.0 g (13.8 mmol) of the crude 2-tributylstannyloxazole prepared above and 6.8 g (13.9 mmol) of (+)(2aR,4S)-1-benzoyl-6-iodo-4-(di-n-propylamino)-1,2,2a,3,4,5-hexahydrobenz[cd]indole in 100 ml of toluene was treated with 0.7 g (0.6 mmol) of tetrakis-(triphenylphosphine)palladium then refluxed under nitrogen for 20 hours. After cooling the reaction mixture was washed with a saturated brine solution and then dried over Na2SO4. Concentration in vacuo provided a viscous oil which was c... The reactants are C1(CCCC1)CC1=NC2=C(N1CC1=CC=C(C=C1)C=1C(=CC=CC1)C(=O)OC(C)(C)C)C=C(C(=C2)OC)OC (tert.butyl 4'-[(2-cyclopentylmethyl-5,6-dimethoxy-benzimidazol-1-yl)-methyl]biphenyl-2-carboxylate), FC(C(=O)O)(F)F (trifluoroacetic acid). Run in C(Cl)Cl (methylene chloride). The product is C1(CCCC1)CC1=NC2=C(N1CC1=CC=C(C=C1)C=1C(=CC=CC1)C(=O)O)C=C(C(=C2)OC)OC (4'-[(2-Cyclopentylmethyl-5,6-dimethoxy-benzimidazol-1-yl)-methyl]biphenyl-2-carboxylic acid). As a reaction SMILES: [CH:1]1([CH2:6][C:7]2[N:11]([CH2:12][C:13]3[CH:18]=[CH:17][C:16]([C:19]4[C:20]([C:25]([O:27]C(C)(C)C)=[O:26])=[CH:21][CH:22]=[CH:23][CH:24]=4)=[CH:15][CH:14]=3)[C:10]3[CH:32]=[C:33]([O:38][CH3:39])[C:34]([O:36][CH3:37])=[CH:35][C:9]=3[N:8]=2)[CH2:5][CH2:4][CH2:3][CH2:2]1.FC(F)(F)C(O)=O>C(Cl)Cl>[CH:1]1([CH2:6][C:7]2[N:11]([CH2:12][C:13]3[CH:14]=[CH:15][C:16]([C:19]4[C:20]([C:25]([OH:27])=[O:26])=[CH:21][CH:22]=[CH:23][CH:24]=4)=[CH:17][CH:18]=3)[C:10]3[CH:32]=[C:33]([O:38][CH3:39])[C:34]([O:36][CH3:37])=[CH:35][C:9]=3[N:8]=2)[CH2:5][CH2:4][CH2:3][CH2:2]1. Procedure details: Prepared in analogous manner to Example 9 from tert.butyl 4'-[(2-cyclopentylmethyl-5,6-dimethoxy-benzimidazol-1-yl)-methyl]biphenyl-2-carboxylate and trifluoroacetic acid in methylene chloride. As a reaction SMILES: [CH2:1]([CH2:2][CH2:3][CH3:4])[c:5]1[n:6][c:7]2[c:8]([n:9]1[CH2:10][c:11]1[cH:12][cH:13][c:14](-[c:17]3[c:18]([C:23](=[O:24])[O:25][C:26]([CH3:27])([CH3:28])[CH3:29])[cH:19][cH:20][cH:21][cH:22]3)[cH:15][cH:16]1)[c:30]([O:35][CH2:36][CH2:37][CH2:38][n:39]1[cH:40][n:41][cH:42][cH:43]1)[cH:31][cH:32][c:33]2[CH3:34].[CH2:51]([Cl:52])[Cl:53].[OH:44][C:45]([C:46]([F:47])([F:48])[F:49])=[O:50]>>[CH2:1]([CH2:2][CH2:3][CH3:4])[c:5]1[n:6][c:7]2[c:8]([n:9]1[CH2:10][c:11]1[cH:12][cH:13][c:14](-[c:17]3[c:18]([C:23](=[O:24])[OH:25])[cH:19][cH:20][cH:21][cH:22]3)[cH:15][cH:16]1)[c:30]([O:35][CH2:36][CH2:37][CH2:38][n:39]1[cH:40][n:41][cH:42][cH:43]1)[cH:31][cH:32][c:33]2[CH3:34]. The reactants are CCCCc1nc2c(C)ccc(OCCCn3ccnc3)c2n1Cc1ccc(-c2ccccc2C(=O)OC(C)(C)C)cc1, ClCCl, O=C(O)C(F)(F)F. Product: CCCCc1nc2c(C)ccc(OCCCn3ccnc3)c2n1Cc1ccc(-c2ccccc2C(=O)O)cc1. Starting materials: ClC1=CC=C(OCCCCCCCCCCCCCO)C=C1 (1-(4-chlorophenoxy)-13-tridecanol), OC1=CC=C(C(=O)OCC)C=C1 (ethyl 4-hydroxybenzoate). The solvent is ClCCl (dichloromethane). The product is C(C)OC(=O)C1=CC=C(OCCCCCCCCCCCCCOC2=CC=C(C=C2)Cl)C=C1 (1-(4-ethoxycarbonylphenoxy)-13-(4-chlorophenoxy)-tridecane). The yield is 38.3%. As a reaction SMILES: [Cl:1][C:2]1[CH:22]=[CH:21][C:5]([O:6][CH2:7][CH2:8][CH2:9][CH2:10][CH2:11][CH2:12][CH2:13][CH2:14][CH2:15][CH2:16][CH2:17][CH2:18][CH2:19][OH:20])=[CH:4][CH:3]=1.O[C:24]1[CH:34]=[CH:33][C:27]([C:28]([O:30][CH2:31][CH3:32])=[O:29])=[CH:26][CH:25]=1>ClCCl>[CH2:31]([O:30][C:28]([C:27]1[CH:33]=[CH:34][C:24]([O:20][CH2:19][CH2:18][CH2:17][CH2:16][CH2:15][CH2:14][CH2:13][CH2:12][CH2:11][CH2:10][CH2:9][CH2:8][CH2:7][O:6][C:5]2[CH:21]=[CH:22][C:2]([Cl:1])=[CH:3][CH:4]=2)=[CH:25][CH:26]=1)=[O:29])[CH3:32]. Procedure: A mixture of 1-(4-chlorophenoxy)-13-tridecanol (3.27 g.; 0.01 M.), ethyl 4-hydroxybenzoate (2.49 g.; 0.015 M) and dicyclohexylcarbondiimide (3.09 g.; 0.015 M.) was heated at 100°-105° C. for 5 hours with stirring. The reaction mixture was cooled to room temperature, dichloromethane was added and the mixture was filtered. The filtrate was evaporated to dryness under reduced pressure and the crude product (5.95 g.) was chromatographed on silica-gel (250 g.) in dichloromethane to give 1-(4-ethoxyca... Reactants: CC(=O)O[BH-](OC(C)=O)OC(C)=O, O=C1CCN(Cc2ccccc2)CC1, CC(=O)O, ClCCCl, Nc1ccc2[nH]ncc2c1, [Na+], [Na+], [OH-]. The product is c1ccc(CN2CCC(Nc3ccc4[nH]ncc4c3)CC2)cc1. Reaction SMILES: [C:25]([O:26][BH-:27]([O:28][C:29](=[O:30])[CH3:31])[O:32][C:33](=[O:34])[CH3:35])(=[O:36])[CH3:37].[CH2:1]([c:2]1[cH:3][cH:4][cH:5][cH:6][cH:7]1)[N:8]1[CH2:9][CH2:10][C:11](=[O:14])[CH2:12][CH2:13]1.[CH3:39][C:40](=[O:41])[OH:42].[Cl:45][CH2:46][CH2:47][Cl:48].[NH2:15][c:16]1[cH:17][c:18]2[cH:19][n:20][nH:21][c:22]2[cH:23][cH:24]1.[Na+:38].[Na+:44].[OH-:43]>>[CH2:1]([c:2]1[cH:3][cH:4][cH:5][cH:6][cH:7]1)[N:8]1[CH2:9][CH2:10][CH:11]([NH:15][c:16]2[cH:17][c:18]3[cH:19][n:20][nH:21][c:22]3[cH:23][cH:24]2)[CH2:12][CH2:13]1.